From a dataset of the Open Reaction Database (ORD), a public repository of structured organic reaction records. describe an organic reaction: reactants, conditions, products, and yield Reported procedure: A mixture of 4-bromo-2-chlorophenol (7.0 g, 33.0 mmol, 1 eq), N,N-dimethylformamide (50 mL) and cesium carbonate (8.5 g, 42.0 mmol, 1.2 eq) was stirred at room temperature then iodomethane (2.5 mL, 1.2 eq) was added. The mixture was heated to 50° C. overnight, cooled to room temperature and treated with water (500 mL). The reaction was extracted with dichloromethane, dried (sodium sulfate) and concentrated in vacuo. The crude was purified by flash chromatography eluting with cyclohexane. 7.5 g o... Run in O (water). Reactants: BrC1=CC(=C(C=C1)O)Cl (4-bromo-2-chlorophenol), CN(C=O)C (N,N-dimethylformamide), C([O-])([O-])=O.[Cs+].[Cs+] (cesium carbonate), IC (iodomethane). The product is BrC1=CC(=C(C=C1)OC)Cl (4-Bromo-2-chloro-1-methoxy-benzene). As a reaction SMILES: [Br:1][C:2]1[CH:7]=[CH:6][C:5]([OH:8])=[C:4]([Cl:9])[CH:3]=1.[CH3:10]N(C)C=O.C(=O)([O-])[O-].[Cs+].[Cs+].IC>O>[Br:1][C:2]1[CH:7]=[CH:6][C:5]([O:8][CH3:10])=[C:4]([Cl:9])[CH:3]=1 |f:2.3.4|.